From a dataset of the Open Reaction Database (ORD), a public repository of structured organic reaction records. describe an organic reaction: reactants, conditions, products, and yield The reactants are O=C=Nc1cccc(C(F)(F)F)c1, Cc1ccc(N)cc1C(=O)c1ccc(Nc2ccc(F)cc2F)cc1Cl, c1ccncc1. Yields the product Cc1ccc(NC(=O)Nc2cccc(C(F)(F)F)c2)cc1C(=O)c1ccc(Nc2ccc(F)cc2F)cc1Cl. As a reaction SMILES: [F:27][C:28]([c:29]1[cH:30][c:31]([N:35]=[C:36]=[O:37])[cH:32][cH:33][cH:34]1)([F:38])[F:39].[NH2:1][c:2]1[cH:3][cH:4][c:5]([CH3:26])[c:6]([C:8](=[O:9])[c:10]2[c:11]([Cl:25])[cH:12][c:13]([NH:16][c:17]3[c:18]([F:24])[cH:19][c:20]([F:23])[cH:21][cH:22]3)[cH:14][cH:15]2)[cH:7]1.[cH:40]1[cH:41][cH:42][n:43][cH:44][cH:45]1>>[NH:1]([c:2]1[cH:3][cH:4][c:5]([CH3:26])[c:6]([C:8](=[O:9])[c:10]2[c:11]([Cl:25])[cH:12][c:13]([NH:16][c:17]3[c:18]([F:24])[cH:19][c:20]([F:23])[cH:21][cH:22]3)[cH:14][cH:15]2)[cH:7]1)[C:36]([NH:35][c:31]1[cH:30][c:29]([C:28]([F:27])([F:38])[F:39])[cH:34][cH:33][cH:32]1)=[O:37]. Starting materials: FC1=C(C=CC(=C1)B1OC(C(O1)(C)C)(C)C)C=1C=C2C(=NC1)NC=C2 (5-(2-fluoro-4-(4,4,5,5-tetramethyl-1,3,2-dioxaborolan-2-yl)phenyl)-1H-pyrrolo[2,3-b]pyridine), BrC1=C(OC2=NC(=NC=C2)N)C=CC=C1 (4-(2-bromophenoxy)pyrimidin-2-amine). Product: FC=1C=C(C=CC1C=1C=C2C(=NC1)NC=C2)C2=C(C=CC=C2)OC2=NC(=NC=C2)N (4-{[3′-Fluoro-4′-(1H-pyrrolo[2,3-b]pyridin-5-yl)biphenyl-2-yl]oxy}pyrimidin-2-amine). Reaction SMILES: [F:1][C:2]1[CH:7]=[C:6](B2OC(C)(C)C(C)(C)O2)[CH:5]=[CH:4][C:3]=1[C:17]1[CH:18]=[C:19]2[CH:25]=[CH:24][NH:23][C:20]2=[N:21][CH:22]=1.Br[C:27]1[CH:40]=[CH:39][CH:38]=[CH:37][C:28]=1[O:29][C:30]1[CH:35]=[CH:34][N:33]=[C:32]([NH2:36])[N:31]=1>>[F:1][C:2]1[CH:7]=[C:6]([C:27]2[CH:40]=[CH:39][CH:38]=[CH:37][C:28]=2[O:29][C:30]2[CH:35]=[CH:34][N:33]=[C:32]([NH2:36])[N:31]=2)[CH:5]=[CH:4][C:3]=1[C:17]1[CH:18]=[C:19]2[CH:25]=[CH:24][NH:23][C:20]2=[N:21][CH:22]=1. Procedure details: The title compound was prepared using methods analogous to those described in Example 376 using 5-(2-fluoro-4-(4,4,5,5-tetramethyl-1,3,2-dioxaborolan-2-yl)phenyl)-1H-pyrrolo[2,3-b]pyridine and 4-(2-bromophenoxy)pyrimidin-2-amine. MS (ESI): mass calcd. for C23H16FN5O, 397.13; m/z found, 398.1 [M+H]+. 1H NMR (400 MHz, CDCl3) δ 9.30 (s, 1H), 8.55-8.45 (m, 1H), 8.18-8.08 (m, 1H), 8.07 (d, J=5.7, 1H), 7.55-7.28 (m, 8H), 7.22 (dd, J=8.0, 1.4, 1H), 6.08 (d, J=5.7, 1H), 4.95 (s, 2H).